Dataset: the Open Reaction Database (ORD), a public repository of structured organic reaction records. Task: describe an organic reaction: reactants, conditions, products, and yield Reactants: CC1CCCCN1Cc1cccc(-c2ccnc(Cl)n2)c1, NCCc1ccc(O)cc1. Product: CC1CCCCN1Cc1cccc(-c2ccnc(NCCc3ccc(O)cc3)n2)c1. As a reaction SMILES: [Cl:1][c:2]1[n:3][cH:4][cH:5][c:6](-[c:8]2[cH:9][c:10]([CH2:14][N:15]3[CH:16]([CH3:21])[CH2:17][CH2:18][CH2:19][CH2:20]3)[cH:11][cH:12][cH:13]2)[n:7]1.[NH2:22][CH2:23][CH2:24][c:25]1[cH:26][cH:27][c:28]([OH:29])[cH:30][cH:31]1>>[c:2]1([NH:22][CH2:23][CH2:24][c:25]2[cH:26][cH:27][c:28]([OH:29])[cH:30][cH:31]2)[n:3][cH:4][cH:5][c:6](-[c:8]2[cH:9][c:10]([CH2:14][N:15]3[CH:16]([CH3:21])[CH2:17][CH2:18][CH2:19][CH2:20]3)[cH:11][cH:12][cH:13]2)[n:7]1. As a reaction SMILES: [CH3:1][O:2][C:3]([CH2:4][NH:5][C:6](=[O:7])[c:8]1[c:9]([NH:15][CH2:16][C:17](=[O:18])[N:19]2[CH:20]([CH3:34])[CH2:21][N:22]([CH2:26][c:27]3[cH:28][cH:29][c:30]([F:33])[cH:31][cH:32]3)[CH:23]([CH3:25])[CH2:24]2)[n:10][cH:11][c:12]([Cl:14])[cH:13]1)=[O:35].[CH3:44][OH:45].[Li+:38].[O:39]1[CH2:40][CH2:41][CH2:42][CH2:43]1.[OH-:37].[OH2:36].[OH2:46]>>[O:2]=[C:3]([CH2:4][NH:5][C:6](=[O:7])[c:8]1[c:9]([NH:15][CH2:16][C:17](=[O:18])[N:19]2[CH:20]([CH3:34])[CH2:21][N:22]([CH2:26][c:27]3[cH:28][cH:29][c:30]([F:33])[cH:31][cH:32]3)[CH:23]([CH3:25])[CH2:24]2)[n:10][cH:11][c:12]([Cl:14])[cH:13]1)[OH:35]. The reactants are COC(=O)CNC(=O)c1cc(Cl)cnc1NCC(=O)N1CC(C)N(Cc2ccc(F)cc2)CC1C, CO, [Li+], C1CCOC1, [OH-], O, O. Yields the product CC1CN(C(=O)CNc2ncc(Cl)cc2C(=O)NCC(=O)O)C(C)CN1Cc1ccc(F)cc1. Starting materials: O=C([O-])[O-], CCO, Cc1ccc(S(=O)(=O)n2cc(B3OC(C)(C)C(C)(C)O3)c3cc(NC(=O)OCc4ccccc4)cnc32)cc1, CSc1ncc(C#N)c(Cl)n1, [K+], [K+], Cc1ccccc1. The product is CSc1ncc(C#N)c(-c2cn(S(=O)(=O)c3ccc(C)cc3)c3ncc(NC(=O)OCc4ccccc4)cc23)n1. RXN SMILES: [C:51](=[O:52])([O-:53])[O-:54].[CH2:57]([OH:58])[CH3:59].[CH3:1][C:2]1([CH3:3])[C:4]([CH3:5])([CH3:6])[O:7][B:8]([c:9]2[cH:10][n:11]([S:29](=[O:30])(=[O:31])[c:32]3[cH:33][cH:34][c:35]([CH3:36])[cH:37][cH:38]3)[c:12]3[n:13][cH:14][c:15]([NH:18][C:19]([O:20][CH2:21][c:22]4[cH:23][cH:24][cH:25][cH:26][cH:27]4)=[O:28])[cH:16][c:17]23)[O:39]1.[Cl:40][c:41]1[n:42][c:43]([S:49][CH3:50])[n:44][cH:45][c:46]1[C:47]#[N:48].[K+:55].[K+:56].[c:60]1([CH3:61])[cH:62][cH:63][cH:64][cH:65][cH:66]1>>[c:9]1(-[c:41]2[n:42][c:43]([S:49][CH3:50])[n:44][cH:45][c:46]2[C:47]#[N:48])[cH:10][n:11]([S:29](=[O:30])(=[O:31])[c:32]2[cH:33][cH:34][c:35]([CH3:36])[cH:37][cH:38]2)[c:12]2[n:13][cH:14][c:15]([NH:18][C:19]([O:20][CH2:21][c:22]3[cH:23][cH:24][cH:25][cH:26][cH:27]3)=[O:28])[cH:16][c:17]12. The reactants are C[O-], CO, [Cl-], Nc1cccc[n+]1CSc1ccccc1Br, [Na+]. The product is N=c1ccccn1CSc1ccccc1Br. As a reaction SMILES: [CH3:1][O-:2].[CH3:21][OH:22].[Cl-:4].[NH2:5][c:6]1[n+:7]([CH2:12][S:13][c:14]2[c:15]([Br:20])[cH:16][cH:17][cH:18][cH:19]2)[cH:8][cH:9][cH:10][cH:11]1.[Na+:3]>>[NH:5]=[c:6]1[n:7]([CH2:12][S:13][c:14]2[c:15]([Br:20])[cH:16][cH:17][cH:18][cH:19]2)[cH:8][cH:9][cH:10][cH:11]1. As a reaction SMILES: [CH2:1]([NH:8][C:9]1[C:14]2[N:15]=[C:16](Cl)[N:17]=[C:18]([N:19]3[CH2:24][CH2:23][S:22][CH2:21][CH2:20]3)[C:13]=2[N:12]=[CH:11][N:10]=1)[C:2]1[CH:7]=[CH:6][CH:5]=[CH:4][CH:3]=1.[NH:26]1[CH2:31][CH2:30][NH:29][CH2:28][CH2:27]1>>[CH2:1]([NH:8][C:9]1[C:14]2[N:15]=[C:16]([N:26]3[CH2:31][CH2:30][NH:29][CH2:28][CH2:27]3)[N:17]=[C:18]([N:19]3[CH2:24][CH2:23][S:22][CH2:21][CH2:20]3)[C:13]=2[N:12]=[CH:11][N:10]=1)[C:2]1[CH:7]=[CH:6][CH:5]=[CH:4][CH:3]=1. Product: C(C1=CC=CC=C1)NC1=NC=NC2=C1N=C(N=C2N2CCSCC2)N2CCNCC2 (8-Benzylamino-2-piperazino-4-thiomorpholino-pyrimido-[5,4-d]-pyrimidine). The reactants are C(C1=CC=CC=C1)NC1=NC=NC2=C1N=C(N=C2N2CCSCC2)Cl (8-benzylamino-2-chloro-4-thiomorpholino-pyrimido-[5,4-d]-pyrimidine), N1CCNCC1 (piperazine). Procedure details: This compound was prepared analogous to Example 118 from 8-benzylamino-2-chloro-4-thiomorpholino-pyrimido-[5,4-d]-pyrimidine (m.p.: 94°-96° C.) and piperazine. As a reaction SMILES: [CH3:1][O:2][C:3](=[O:26])[C@H:4]([CH2:22][CH2:23][S:24][CH3:25])[N:5]([C:13](=[O:21])[C:14]1[CH:19]=[CH:18][C:17]([NH2:20])=[CH:16][CH:15]=1)C(OC(C)(C)C)=O.[ClH:27].CCOCC>C(Cl)Cl>[ClH:27].[CH3:1][O:2][C:3](=[O:26])[C@H:4]([CH2:22][CH2:23][S:24][CH3:25])[NH:5][C:13](=[O:21])[C:14]1[CH:19]=[CH:18][C:17]([NH2:20])=[CH:16][CH:15]=1 |f:1.2,4.5|. Product: Cl.COC([C@@H](NC(C1=CC=C(C=C1)N)=O)CCSC)=O (HCl 4-aminobenzoyl methionine methyl ester). Solvent: C(Cl)Cl (CH2Cl2). Reported procedure: N-BOC-4-aminobenzoyl methionine methyl ester (3.53 g, 9.59 mmol) was placed into CH2Cl2 (30-35 ml) and to it was added 3M HCl/Et2O (38.4 ml). After standing a white precipitate formed. After 2 hours the solution was decanted, and the crystals were collected by centrifugation. The crystals were then washed several times with fresh ether and dried overnight on the vacuum pump. Meanwhile, the filtrate was left to stand overnight to allow additional product to precipitate. The second fraction was wa... Run at time 8 hour. Reactants: COC([C@@H](N(C(=O)OC(C)(C)C)C(C1=CC=C(C=C1)N)=O)CCSC)=O (N-BOC-4-aminobenzoyl methionine methyl ester), Cl.CCOCC (HCl Et2O). Starting materials: COc1cc(OC)nc(S(C)(=O)=O)n1, CN(C)C=O, CC(=O)O, [H-], [Na+], O, COC(=O)C(O)C(OC)(c1ccccc1)c1ccccc1. The product is COC(=O)C(Oc1nc(OC)cc(OC)n1)C(OC)(c1ccccc1)c1ccccc1. As a reaction SMILES: [CH3:24][O:25][c:26]1[n:27][c:28]([S:34]([CH3:35])(=[O:36])=[O:37])[n:29][c:30]([O:32][CH3:33])[cH:31]1.[CH3:39][N:40]([CH3:41])[CH:42]=[O:43].[CH3:44][C:45](=[O:46])[OH:47].[H-:22].[Na+:23].[OH2:38].[OH:1][CH:2]([C:3](=[O:4])[O:5][CH3:6])[C:7]([c:8]1[cH:9][cH:10][cH:11][cH:12][cH:13]1)([c:14]1[cH:15][cH:16][cH:17][cH:18][cH:19]1)[O:20][CH3:21]>>[O:1]([CH:2]([C:3](=[O:4])[O:5][CH3:6])[C:7]([c:8]1[cH:9][cH:10][cH:11][cH:12][cH:13]1)([c:14]1[cH:15][cH:16][cH:17][cH:18][cH:19]1)[O:20][CH3:21])[c:28]1[n:27][c:26]([O:25][CH3:24])[cH:31][c:30]([O:32][CH3:33])[n:29]1. Starting materials: C[Al](C)C, CCOC(=O)c1cc2cc(C(F)(F)F)cnc2n1Cc1nccs1, Nc1cnc2[nH]ccc2c1. Yields the product O=C(Nc1cnc2[nH]ccc2c1)c1cc2cc(C(F)(F)F)cnc2n1Cc1nccs1. As a reaction SMILES: [CH3:35][Al:36]([CH3:37])[CH3:38].[F:1][C:2]([c:3]1[cH:4][c:5]2[c:6]([n:7][cH:8]1)[n:9]([CH2:17][c:18]1[s:19][cH:20][cH:21][n:22]1)[c:10]([C:12]([O:14][CH2:13][CH3:15])=[O:16])[cH:11]2)([F:23])[F:24].[nH:25]1[cH:26][cH:27][c:28]2[c:29]1[n:30][cH:31][c:32]([NH2:34])[cH:33]2>>[F:1][C:2]([c:3]1[cH:4][c:5]2[c:6]([n:7][cH:8]1)[n:9]([CH2:17][c:18]1[s:19][cH:20][cH:21][n:22]1)[c:10]([C:12](=[O:14])[NH:34][c:32]1[cH:31][n:30][c:29]3[nH:25][cH:26][cH:27][c:28]3[cH:33]1)[cH:11]2)([F:23])[F:24]. Reactants: CC(CC[Si](Cl)(Cl)Cl)CCCC(C)C (3,7-dimethyloctyl trichlorosilane), CC(CC[Mg]Br)CCCC(C)C (3,7-dimethyloctyl magnesium bromide). Run in O1CCCC1 (Tetrahydrofuran). Run at temperature -20 celsius, time 1 hour. Yields the product CC(CC[Si](Cl)(Cl)CCC(CCCC(C)C)C)CCCC(C)C (bis(3,7-dimethyloctyl)dichlorosilane). Yield: 73.0%. As a reaction SMILES: [CH3:1][CH:2]([CH2:9][CH2:10][CH2:11][CH:12]([CH3:14])[CH3:13])[CH2:3][CH2:4][Si:5]([Cl:8])([Cl:7])Cl.[CH3:15][CH:16]([CH2:21][CH2:22][CH2:23][CH:24]([CH3:26])[CH3:25])[CH2:17][CH2:18][Mg]Br>O1CCCC1>[CH3:15][CH:16]([CH2:21][CH2:22][CH2:23][CH:24]([CH3:26])[CH3:25])[CH2:17][CH2:18][Si:5]([CH2:4][CH2:3][CH:2]([CH3:1])[CH2:9][CH2:10][CH2:11][CH:12]([CH3:13])[CH3:14])([Cl:7])[Cl:8]. Procedure details: Tetrahydrofuran (50 mL) and 3,7-dimethyloctyl trichlorosilane (11.27 g, 40.9 mmol) were placed in a 200 mL four-necked flask in a nitrogen atmosphere, and cooled to −20° C. 3,7-dimethyloctyl magnesium bromide (Sigma-Aldrich Co. LLC., 1.0 M, 42.9 ml) was added dropwise, and the mixture was agitated for 1 hour at 10° C. or less. The temperature was raised gradually to room temperature over the course of about 1 hour, and the mixture was left standing overnight. The precipitated salt was filtered o...